The task is: describe an organic reaction: reactants, conditions, products, and yield. This data is from the Open Reaction Database (ORD), a public repository of structured organic reaction records. Starting materials: CCOC1OC(=O)CC1NC(=O)OCc1ccccc1, CCOC(C)=O. Yields the product CCOC1OC(=O)CC1N. RXN SMILES: [CH2:1]([O:2][C:3](=[O:4])[NH:10][CH:11]1[CH:12]([O:17][CH2:18][CH3:19])[O:13][C:14](=[O:16])[CH2:15]1)[c:5]1[cH:6][cH:7][cH:8][cH:9][cH:20]1.[CH3:21][CH2:22][O:23][C:24](=[O:25])[CH3:26]>>[NH2:10][CH:11]1[CH:12]([O:17][CH2:18][CH3:19])[O:13][C:14](=[O:16])[CH2:15]1. Starting materials: C(C)OC(=O)C1=NN(C(=C1)C(C)(C)C)C1=CC=C(C=C1)S(=O)(=O)C (5-tert-Butyl-1-(4-methanesulfonyl-phenyl)-1H-pyrazole-3-carboxylic acid ethyl ester), [H-].[H-].[H-].[H-].[Li+].[Al+3] (LiAlH4), CCOC(=O)C (EtOAc), O (water). The solvent is C1CCOC1 (THF). Run at time 6 hour. Yields the product C(C)(C)(C)C1=CC(=NN1C1=CC=C(C=C1)S(=O)(=O)C)CO ([5-tert-Butyl-1-(4-methanesulfonyl-phenyl)-1H-pyrazol-3-yl]-methanol). Yield: 79.6%. Reaction SMILES: C([O:3][C:4]([C:6]1[CH:10]=[C:9]([C:11]([CH3:14])([CH3:13])[CH3:12])[N:8]([C:15]2[CH:20]=[CH:19][C:18]([S:21]([CH3:24])(=[O:23])=[O:22])=[CH:17][CH:16]=2)[N:7]=1)=O)C.[H-].[H-].[H-].[H-].[Li+].[Al+3].CCOC(C)=O.O>C1COCC1>[C:11]([C:9]1[N:8]([C:15]2[CH:20]=[CH:19][C:18]([S:21]([CH3:24])(=[O:22])=[O:23])=[CH:17][CH:16]=2)[N:7]=[C:6]([CH2:4][OH:3])[CH:10]=1)([CH3:14])([CH3:12])[CH3:13] |f:1.2.3.4.5.6|. Procedure: To a solution of compound 3h (0.8 g, 2.28 mmol) in 25 mL of THF was added LiAlH4 (0.14 g, 3.65 mmol). The reaction mixture was stirred for 6 hours at room temperature. EtOAc (50 mL) and water (50 mL) were added successively. The solvent was removed in vacuo and the resulting solid was filtered. The crude product was purified by column chromatography (EtOAc/Hexanes=7/3) to give the titled compound (0.56 g, 80% yield) as a white solid. mp 143.0-146.5° C. 1H NMR (300 MHz, DMSO-d6): δ 8.06 (d, J=8 H... Starting materials: Cn1c(Nc2ccc(Br)cc2)nc2cc(Oc3ccnc(C(=O)OC(C)(C)C)c3)ccc21, O, O=C(O)C(F)(F)F. Yields the product Cn1c(Nc2ccc(Br)cc2)nc2cc(Oc3ccnc(C(=O)O)c3)ccc21. As a reaction SMILES: [Br:1][c:2]1[cH:3][cH:4][c:5]([NH:8][c:9]2[n:10][c:11]3[c:12]([n:13]2[CH3:14])[cH:15][cH:16][c:17]([O:19][c:20]2[cH:21][c:22]([C:26](=[O:27])[O:28][C:29]([CH3:30])([CH3:31])[CH3:32])[n:23][cH:24][cH:25]2)[cH:18]3)[cH:6][cH:7]1.[OH2:33].[OH:34][C:35]([C:36]([F:37])([F:38])[F:39])=[O:40]>>[Br:1][c:2]1[cH:3][cH:4][c:5]([NH:8][c:9]2[n:10][c:11]3[c:12]([n:13]2[CH3:14])[cH:15][cH:16][c:17]([O:19][c:20]2[cH:21][c:22]([C:26](=[O:27])[OH:28])[n:23][cH:24][cH:25]2)[cH:18]3)[cH:6][cH:7]1.